This data is from the Open Reaction Database (ORD), a public repository of structured organic reaction records. The task is: describe an organic reaction: reactants, conditions, products, and yield Starting materials: CN(CCCN)C (N,N-Dimethyl-1,3-propanediamine), ClC1=C(C=CC=C1)[N+](=O)[O-] (2-chloronitrobenzene). Solvent: N1=CC=CC=C1 (pyridine). Run at temperature 125 celsius, time 13 hour. Yields the product CN(CCCNC1=C(C=CC=C1)[N+](=O)[O-])C (N1,N1-Dimethyl-N3-(2-nitrophenyl)-1,3-propanediamine). Isolated yield 99.9%. As a reaction SMILES: [CH3:1][N:2]([CH3:7])[CH2:3][CH2:4][CH2:5][NH2:6].Cl[C:9]1[CH:14]=[CH:13][CH:12]=[CH:11][C:10]=1[N+:15]([O-:17])=[O:16]>N1C=CC=CC=1>[CH3:1][N:2]([CH3:7])[CH2:3][CH2:4][CH2:5][NH:6][C:9]1[CH:14]=[CH:13][CH:12]=[CH:11][C:10]=1[N+:15]([O-:17])=[O:16]. Reported procedure: N,N-Dimethyl-1,3-propanediamine (3.24 g) was added to a solution containing 2-chloronitrobenzene (2.00 g) in pyridine (2.56 ml). After being stirred for 13 hours at 120-130° C., the reaction mixture was concentrated. The residue, with toluene added thereto, was washed with saturated sodium hydrogencarbonate aqueous solution and saturated brine successively, dried over sodium sulfate anhydride, and concentrated, thereby yielding the entitled compound (2.83 g) as orange oil. The reactants are C(C)(C)(C)OC(=O)N1CCC(CC1)OC1=CC=C(NCC2=CC=C3C=CC(=CC3=C2)C#N)C=C1 (7-[[4-[(1-t-butoxycarbonyl-4-piperidyl)oxy]anilino]methyl]-2-naphthalenecarbonitrile), C1(=CC=CC2=CC=CC=C12)C(=O)Cl (1-naphthalenecarbonyl chloride). Yields the product C(C)(C)(C)OC(=O)N1CCC(CC1)OC1=CC=C(C=C1)N(C(=O)C1=CC=CC2=CC=CC=C12)CC1=CC2=CC(=CC=C2C=C1)C#N (N-[4-[(1-t-Butoxycarbonyl-4-piperidyl)oxy]phenyl]-N-[(7-cyano-2-naphthyl)methyl]-1-naphthalenecarboxamide). Reaction SMILES: [C:1]([O:5][C:6]([N:8]1[CH2:13][CH2:12][CH:11]([O:14][C:15]2[CH:34]=[CH:33][C:18]([NH:19][CH2:20][C:21]3[CH:30]=[C:29]4[C:24]([CH:25]=[CH:26][C:27]([C:31]#[N:32])=[CH:28]4)=[CH:23][CH:22]=3)=[CH:17][CH:16]=2)[CH2:10][CH2:9]1)=[O:7])([CH3:4])([CH3:3])[CH3:2].[C:35]1([C:45](Cl)=[O:46])[C:44]2[C:39](=[CH:40][CH:41]=[CH:42][CH:43]=2)[CH:38]=[CH:37][CH:36]=1>>[C:1]([O:5][C:6]([N:8]1[CH2:13][CH2:12][CH:11]([O:14][C:15]2[CH:16]=[CH:17][C:18]([N:19]([CH2:20][C:21]3[CH:22]=[CH:23][C:24]4[C:29](=[CH:28][C:27]([C:31]#[N:32])=[CH:26][CH:25]=4)[CH:30]=3)[C:45]([C:35]3[C:44]4[C:39](=[CH:40][CH:41]=[CH:42][CH:43]=4)[CH:38]=[CH:37][CH:36]=3)=[O:46])=[CH:33][CH:34]=2)[CH2:10][CH2:9]1)=[O:7])([CH3:4])([CH3:2])[CH3:3]. Procedure: Starting compound: 7-[[4-[(1-t-butoxycarbonyl-4-piperidyl)oxy]anilino]methyl]-2-naphthalenecarbonitrile, 1-naphthalenecarbonyl chloride. The reactants are C(C)OC(\C=C(\C#CC1=CC(=CC(=C1)Cl)Cl)/C)=O ((E)-3-methyl-5-(3,5-dichloro-phenyl)-pent-2-en-4-ynoic acid ethyl ester), [H-].C(C(C)C)[Al+]CC(C)C (diisobutylaluminium hydride), C(C)(=O)OCC (ethyl acetate), [Cl-].[NH4+] (ammonium chloride). The solvent is C1CCOC1 (THF). Reaction conditions: temperature -20 celsius, time 2 hour. The product is C\C(=C/CO)\C#CC1=CC(=CC(=C1)Cl)Cl ((E)-3-methyl-5-(3,5-dichloro-phenyl)-pent-2-en-4-yn-1-ol). As a reaction SMILES: C([O:3][C:4](=O)/[CH:5]=[C:6](\[CH3:17])/[C:7]#[C:8][C:9]1[CH:14]=[C:13]([Cl:15])[CH:12]=[C:11]([Cl:16])[CH:10]=1)C.[H-].C([Al+]CC(C)C)C(C)C.[Cl-].[NH4+].C(OCC)(=O)C>C1COCC1>[CH3:17]/[C:6](/[C:7]#[C:8][C:9]1[CH:10]=[C:11]([Cl:16])[CH:12]=[C:13]([Cl:15])[CH:14]=1)=[CH:5]\[CH2:4][OH:3] |f:1.2,3.4|. Reported procedure: To a solution of (E)-3-methyl-5-(3,5-dichloro-phenyl)-pent-2-en-4-ynoic acid ethyl ester (130 mg, 0.46 mmol) in THF (0.5 mL) was added dropwise diisobutylaluminium hydride (1.0 M solution in toluene, 2.1 mL, 2.1 mmol) at −20° C. The reaction mixture was stirred for 2 hours at −20° C., where after saturated ammonium chloride was added. The mixture was treated with ethyl acetate and decalite and filtered. The filtrate was evaporated to give crude (E)-3-methyl-5-(3,5-dichloro-phenyl)-pent-2-en-4-yn... The reactants are C(=O)(O)[O-].[Na+] (NaHCO3), C(Cl)Cl (DCM), C(=O)(C(F)(F)F)O (TFA), ClC1=CC=C(C=C1)[C@H]1C[C@]12C(N(C1=CC=CC=C21)CC(OC)OC)=O ((1S,2R)-2-(4-chlorophenyl)-1′-(2,2-dimethoxyethyl) spiro[cyclopropane-1,3′-indolin]-2′-one). The solvent is O (water). Conditions: temperature 0 celsius. The product is ClC1=CC=C(C=C1)[C@H]1C[C@]12C(N(C1=CC=CC=C21)CC=O)=O ((1S,2R)-2-(2-(4-chlorophenyl)-2′-oxospiro[cyclopropane-1,3′-indoline]-1′-yl)acetaldehyde). As a reaction SMILES: [Cl:1][C:2]1[CH:7]=[CH:6][C:5]([C@@H:8]2[C@:10]3([C:18]4[C:13](=[CH:14][CH:15]=[CH:16][CH:17]=4)[N:12]([CH2:19][CH:20](OC)[O:21]C)[C:11]3=[O:25])[CH2:9]2)=[CH:4][CH:3]=1.C(Cl)Cl.C(O)(C(F)(F)F)=O.C([O-])(O)=O.[Na+]>O>[Cl:1][C:2]1[CH:3]=[CH:4][C:5]([C@@H:8]2[C@:10]3([C:18]4[C:13](=[CH:14][CH:15]=[CH:16][CH:17]=4)[N:12]([CH2:19][CH:20]=[O:21])[C:11]3=[O:25])[CH2:9]2)=[CH:6][CH:7]=1 |f:3.4|. Reported procedure: A suspension of (1R,2S) and (1S,2R)-2-(4-chlorophenyl)-1′-(2,2-dimethoxyethyl) spiro[cyclopropane-1,3′-indolin]-2′-one (1 g) in water (1 mL) was cooled to 0° C. and treated with a mixture of DCM and TFA (1:1, 6 mL) for 2 hours. The reaction mixture was poured into saturated aq. NaHCO3 solution and extracted with DCM (3×6 mL). The combined organic layers were washed with brine and dried over Na2SO4. The solvent was evaporated under reduced pressure. The crude product was used for next step direct... The reactants are C(=O)(O)[O-].[Na+] (NaHCO3), [N+](=O)([O-])C1=CC=C(CC(P(OCC=C)(OCC=C)=O)P(OCC=C)(OCC=C)=O)C=C1 (Tetraallyl 1-(4-nitrobenzyl)methylenebisphosphonate), [NH4+].[Cl-] (NH4Cl), Cl (HCl). The reagents and catalysts are [Zn] (zinc). The solvent is CCOC(=O)C (EtOAc), CO (MeOH). Conditions: time 18 hour. Yields the product NC1=CC=C(CC(P(OCC=C)(OCC=C)=O)P(OCC=C)(OCC=C)=O)C=C1 (Tetraallyl 1-(4-aminobenzyl)methylenebisphosphonate). Isolated yield 86.5%. As a reaction SMILES: [N+:1]([C:4]1[CH:31]=[CH:30][C:7]([CH2:8][CH:9]([P:20](=[O:29])([O:25][CH2:26][CH:27]=[CH2:28])[O:21][CH2:22][CH:23]=[CH2:24])[P:10](=[O:19])([O:15][CH2:16][CH:17]=[CH2:18])[O:11][CH2:12][CH:13]=[CH2:14])=[CH:6][CH:5]=1)([O-])=O.[NH4+].[Cl-].Cl.C([O-])(O)=O.[Na+]>CO.[Zn].CCOC(C)=O>[NH2:1][C:4]1[CH:5]=[CH:6][C:7]([CH2:8][CH:9]([P:20](=[O:29])([O:25][CH2:26][CH:27]=[CH2:28])[O:21][CH2:22][CH:23]=[CH2:24])[P:10](=[O:19])([O:15][CH2:16][CH:17]=[CH2:18])[O:11][CH2:12][CH:13]=[CH2:14])=[CH:30][CH:31]=1 |f:1.2,4.5|. Procedure: To a solution of nitroarene 26 (460 mg, 0.98 mmol) in MeOH (9 mL) was added saturated aqueous NH4Cl solution (3 mL) and zinc powder (319 mg, 4.88 mmol). 15 drops of aqueous 1N HCl were added and the reaction was stirred at room temperature for 18 h. EtOAc and saturated NaHCO3 aqueous solution were added and the mixture was filtered through celite. The filtrate was transferred into an extraction funnel and the layers were separated. The aqueous layer was extracted with EtOAc (2×). The combined or... Starting materials: ClC=1C=C(C=CC1Cl)[C@@H](CN1CC[S@](C2=C(C1=O)C1=CC=CC=C1C=C2C#N)=O)CC=O ((5R)-2-[(2S)-2-(3,4-dichlorophenyl)4-oxobutyl]-1-oxo-1,2,3,4-tetrahydronaphtho[1,2-f][1,4]thiazepine-6-carbonitrile 5-oxide), Cl.CNC (dimethylamine hydrochloride). Product: ClC=1C=C(C=CC1Cl)[C@@H](CN1CC[S@](C2=C(C1=O)C1=CC=CC=C1C=C2C#N)=O)CCN(C)C ((5R)-2-[(2S)-2-(3,4-dichlorophenyl)-4-(dimethylamino)butyl]-1-oxo-1,2,3,4-tetrahydronaphtho[1,2-f][1,4]thiazepine-6-carbonitrile 5-oxide). The yield is 92.6%. Reaction SMILES: [Cl:1][C:2]1[CH:3]=[C:4]([C@H:9]([CH2:30][CH:31]=O)[CH2:10][N:11]2[C:17](=[O:18])[C:16]3[C:19]4[C:24]([CH:25]=[C:26]([C:27]#[N:28])[C:15]=3[S@:14](=[O:29])[CH2:13][CH2:12]2)=[CH:23][CH:22]=[CH:21][CH:20]=4)[CH:5]=[CH:6][C:7]=1[Cl:8].Cl.[CH3:34][NH:35][CH3:36]>>[Cl:1][C:2]1[CH:3]=[C:4]([C@H:9]([CH2:30][CH2:31][N:35]([CH3:36])[CH3:34])[CH2:10][N:11]2[C:17](=[O:18])[C:16]3[C:19]4[C:24]([CH:25]=[C:26]([C:27]#[N:28])[C:15]=3[S@:14](=[O:29])[CH2:13][CH2:12]2)=[CH:23][CH:22]=[CH:21][CH:20]=4)[CH:5]=[CH:6][C:7]=1[Cl:8] |f:1.2|. Reported procedure: By the method described in Example 79, Intermediate 78c (10 mg, 0.021 mmol) and dimethylamine hydrochloride (5 mg, 0.06 mmol) were converted to 10 mg of the title compound. Reactants: [C-]#N, CN1CCCC1=O, Nc1cccnc1Cl. The product is N#Cc1ncccc1N. Reaction SMILES: [C-:9]#[N:10].[CH3:11][N:12]1[CH2:13][CH2:14][CH2:15][C:16]1=[O:17].[NH2:1][c:2]1[c:3]([Cl:8])[n:4][cH:5][cH:6][cH:7]1>>[NH2:1][c:2]1[c:3]([C:9]#[N:10])[n:4][cH:5][cH:6][cH:7]1.